describe an organic reaction: reactants, conditions, products, and yield From a dataset of the Open Reaction Database (ORD), a public repository of structured organic reaction records. The product is Cc1cc(N)cc(C)c1NC(=O)CC1CCCC1. Reaction SMILES: [CH3:32][C:33](=[O:34])[OH:35].[CH:1]1([CH2:6][C:7](=[O:8])[NH:9][c:10]2[c:11]([CH3:20])[cH:12][c:13]([N+:17]([O-:18])=[O:19])[cH:14][c:15]2[CH3:16])[CH2:2][CH2:3][CH2:4][CH2:5]1.[Na+:21].[Na+:22].[O-:23][C:24](=[O:25])[O-:26].[O:27]1[CH2:28][CH2:29][CH2:30][CH2:31]1.[Zn:36]>>[CH:1]1([CH2:6][C:7](=[O:8])[NH:9][c:10]2[c:11]([CH3:20])[cH:12][c:13]([NH2:17])[cH:14][c:15]2[CH3:16])[CH2:2][CH2:3][CH2:4][CH2:5]1. The reactants are CC(=O)O, Cc1cc([N+](=O)[O-])cc(C)c1NC(=O)CC1CCCC1, [Na+], [Na+], O=C([O-])[O-], C1CCOC1, [Zn].